From a dataset of the Open Reaction Database (ORD), a public repository of structured organic reaction records. describe an organic reaction: reactants, conditions, products, and yield Reactants: COC(C1=C(C=CC=C1)C)=O (methyl-2-methylbenzoate), BrN1C(CCC1=O)=O (N-Bromosuccinimide), C(C)(=O)OCC.CCCCCC (ethyl acetate hexane). Yield: 102.6%. The product is COC(C1=C(C=CC=C1)CBr)=O (Methyl-2-(bromomethyl)benzoate). Solvent: C(Cl)(Cl)(Cl)Cl (carbon tetrachloride). Procedure: To a solution of methyl-2-methylbenzoate (3.00 g, 20.0 mmol) in carbon tetrachloride (15 mL) was added N-Bromosuccinimide (3.55 g, 20.00 mmol). The reaction was allowed to stirr at reflux for 3 h. The mixture was cooled and then partioned between 1:1 ethyl acetate/hexane and the combine organic extracts were washed with brine and dried (Na2SO4). Removal of the solvent under reduced pressure afforded the title compound as a yellowish liquid (4.70 g, quantitative yield). 1H NMR (400 MHz, CDCl3) δ ... As a reaction SMILES: [CH3:1][O:2][C:3](=[O:11])[C:4]1[CH:9]=[CH:8][CH:7]=[CH:6][C:5]=1[CH3:10].[Br:12]N1C(=O)CCC1=O.C(OCC)(=O)C.CCCCCC>C(Cl)(Cl)(Cl)Cl>[CH3:1][O:2][C:3](=[O:11])[C:4]1[CH:9]=[CH:8][CH:7]=[CH:6][C:5]=1[CH2:10][Br:12] |f:2.3|. The reactants are CC=1NC2=CC=C(C(=C2C1)C(F)(F)F)C#N (2-methyl-4-(trifluoromethyl)-1H-indole-5-carbonitrile), BrCC(=O)OC (methyl bromoacetate), C(=O)([O-])[O-].[Cs+].[Cs+] (Cs2CO3). The product is C(#N)C=1C(=C2C=C(N(C2=CC1)CC(=O)OC)C)C(F)(F)F (Methyl [5-cyano-2-methyl-4-(trifluoromethyl)-1H-indol-1-yl]acetate). As a reaction SMILES: [CH3:1][C:2]1[NH:3][C:4]2[C:9]([CH:10]=1)=[C:8]([C:11]([F:14])([F:13])[F:12])[C:7]([C:15]#[N:16])=[CH:6][CH:5]=2.Br[CH2:18][C:19]([O:21][CH3:22])=[O:20].C([O-])([O-])=O.[Cs+].[Cs+]>>[C:15]([C:7]1[C:8]([C:11]([F:12])([F:14])[F:13])=[C:9]2[C:4](=[CH:5][CH:6]=1)[N:3]([CH2:18][C:19]([O:21][CH3:22])=[O:20])[C:2]([CH3:1])=[CH:10]2)#[N:16] |f:2.3.4|. Procedure details: Synthesized as described in Example 4 using 2-methyl-4-(trifluoromethyl)-1H-indole-5-carbonitrile, methyl bromoacetate (1.5 eq), and Cs2CO3 (1.5 eq): MS (ES) m/z 295 (M−1). Starting materials: ClC=1C=C(C=CC1Cl)CSC1=[N+](C=CC=C1)[O-] (2-(3,4-dichlorophenylmethylthio)pyridine N-oxide), C1=CC(=CC(=C1)Cl)C(=O)OO (MCPBA). The solvent is C(Cl)(Cl)Cl (chloroform), C(Cl)(Cl)Cl (chloroform). Product: ClC=1C=C(C=CC1Cl)CS(=O)C1=[N+](C=CC=C1)[O-] (2-(3,4-Dichlorophenylmethylsulfinyl)pyridine N-oxide). As a reaction SMILES: [Cl:1][C:2]1[CH:3]=[C:4]([CH2:9][S:10][C:11]2[CH:16]=[CH:15][CH:14]=[CH:13][N+:12]=2[O-:17])[CH:5]=[CH:6][C:7]=1[Cl:8].C1C=C(Cl)C=C(C(OO)=[O:26])C=1>C(Cl)(Cl)Cl>[Cl:1][C:2]1[CH:3]=[C:4]([CH2:9][S:10]([C:11]2[CH:16]=[CH:15][CH:14]=[CH:13][N+:12]=2[O-:17])=[O:26])[CH:5]=[CH:6][C:7]=1[Cl:8]. Procedure: The procedure employed is identical to that of Example 68 using 8 gm (0.028 mol) B 2-(3,4-dichlorophenylmethylthio)pyridine N-oxide in 50 ml of chloroform and 5.6 gm (0.028 mol) MCPBA in 100 ml chloroform. The reactants are CS(=O)(=O)O, CCO, COc1cc(S(=O)(=O)N(C)CCN(C)C)ccc1-c1nc2c(c(C3CCCCC3)nn2C)c(=O)[nH]1. Product: CS(=O)(=O)O, COc1cc(S(=O)(=O)N(C)CCN(C)C)ccc1-c1nc2c(c(C3CCCCC3)nn2C)c(=O)[nH]1. As a reaction SMILES: [CH3:36][S:37]([OH:38])(=[O:39])=[O:40].[CH3:41][CH2:42][OH:43].[CH:1]1([c:7]2[n:8][n:9]([CH3:35])[c:10]3[n:11][c:12](-[c:17]4[c:18]([O:33][CH3:34])[cH:19][c:20]([S:23](=[O:24])(=[O:25])[N:26]([CH3:27])[CH2:28][CH2:29][N:30]([CH3:31])[CH3:32])[cH:21][cH:22]4)[nH:13][c:14](=[O:16])[c:15]23)[CH2:2][CH2:3][CH2:4][CH2:5][CH2:6]1>>[CH3:36][S:37](=[O:38])(=[O:39])[OH:40].[CH:1]1([c:7]2[n:8][n:9]([CH3:35])[c:10]3[n:11][c:12](-[c:17]4[c:18]([O:33][CH3:34])[cH:19][c:20]([S:23](=[O:24])(=[O:25])[N:26]([CH3:27])[CH2:28][CH2:29][N:30]([CH3:31])[CH3:32])[cH:21][cH:22]4)[nH:13][c:14](=[O:16])[c:15]23)[CH2:2][CH2:3][CH2:4][CH2:5][CH2:6]1. RXN SMILES: [F:1][c:2]1[cH:3][c:4]2[c:5](=[O:21])[n:6]([NH:16][S:17](=[O:18])(=[O:19])[CH3:20])[c:7](=[O:15])[nH:8][c:9]2[cH:10][c:11]1[N+:12](=[O:13])[O-:14].[nH:22]1[n:23][n:24][cH:25][cH:26]1>>[c:2]1(-[n:22]2[n:23][n:24][cH:25][cH:26]2)[cH:3][c:4]2[c:5](=[O:21])[n:6]([NH:16][S:17](=[O:18])(=[O:19])[CH3:20])[c:7](=[O:15])[nH:8][c:9]2[cH:10][c:11]1[N+:12](=[O:13])[O-:14]. Product: CS(=O)(=O)Nn1c(=O)[nH]c2cc([N+](=O)[O-])c(-n3ccnn3)cc2c1=O. The reactants are CS(=O)(=O)Nn1c(=O)[nH]c2cc([N+](=O)[O-])c(F)cc2c1=O, c1c[nH]nn1. The reactants are C(CC(=O)O)(=O)O (Malonic acid), Cl (hydrochloric acid), CC(C=O)CCC (2-methylpentan-1-al), N1CCCCC1 (piperidine). Solvent: N1=CC=CC=C1 (pyridine). Run at time 2 hour. Yields the product CC(/C=C/C(=O)O)CCC ((E)-4-methyl-hept-2-enoic acid). Yield: 46.4%. As a reaction SMILES: [C:1](O)(=O)[CH2:2][C:3]([OH:5])=[O:4].[CH3:8][CH:9]([CH2:12][CH2:13][CH3:14])C=O.N1CCCCC1.Cl>N1C=CC=CC=1>[CH3:8][CH:9]([CH2:12][CH2:13][CH3:14])/[CH:1]=[CH:2]/[C:3]([OH:5])=[O:4]. Procedure: Malonic acid (44 g, 0.42 mol), 2-methylpentan-1-al (14 g, 0.14 mol) and piperidine (1.7 ml) were suspended in 85 ml pyridine and heated under reflux. Gas formation was observed which ceased after two hours. Heating was continued for 1 hour. The cooled reaction mixture was poured into 2M hydrochloric acid (200 ml) after which two phases were obtained which were separated in a separating funnel. The aqueous phase was extracted once with dichloromethane (60 ml). The organic phases were combined and... The reactants are [OH-].[Li+] (lithium hydroxide), Cl.NC(N1C[C@@H](CCC1)CNC(=O)C[C@@H](C(=O)N(C1CC1)CC(=O)OCC)NC(=O)OCC1=CC=CC=C1)=N (ethyl [[(S)-3-[(S)-1-(amino-imino-methyl)-piperidin-3-ylmethylcarbamoyl]-2-benzyloxycarbonylamino-propionyl]-cyclopropyl-amino]-acetate hydrochloride), Cl (hydrochloric acid). The solvent is C1CCOC1 (THF). Reaction conditions: time 90 minute. The product is NC(N1C[C@@H](CCC1)CNC(=O)C[C@@H](C(=O)N(C1CC1)CC(=O)O)NC(=O)OCC1=CC=CC=C1)=N ([[(S)-3-[(S)-1-(amino-imino-methyl)-piperidin-3-ylmethylcarbamoyl]-2-benzyloxycarbonylamino-propionyl]-cyclopropylamino]-acetic acid). Isolated yield 47.4%. As a reaction SMILES: Cl.[NH2:2][C:3](=[NH:39])[N:4]1[CH2:9][CH2:8][CH2:7][C@@H:6]([CH2:10][NH:11][C:12]([CH2:14][C@H:15]([NH:28][C:29]([O:31][CH2:32][C:33]2[CH:38]=[CH:37][CH:36]=[CH:35][CH:34]=2)=[O:30])[C:16]([N:18]([CH2:22][C:23]([O:25]CC)=[O:24])[CH:19]2[CH2:21][CH2:20]2)=[O:17])=[O:13])[CH2:5]1.[OH-].[Li+].Cl>C1COCC1>[NH2:39][C:3](=[NH:2])[N:4]1[CH2:9][CH2:8][CH2:7][C@@H:6]([CH2:10][NH:11][C:12]([CH2:14][C@H:15]([NH:28][C:29]([O:31][CH2:32][C:33]2[CH:34]=[CH:35][CH:36]=[CH:37][CH:38]=2)=[O:30])[C:16]([N:18]([CH2:22][C:23]([OH:25])=[O:24])[CH:19]2[CH2:20][CH2:21]2)=[O:17])=[O:13])[CH2:5]1 |f:0.1,2.3|. Procedure details: 1.5 g of ethyl [[(S)-3-[(S)-1-(amino-imino-methyl)-piperidin-3-ylmethylcarbamoyl]-2-benzyloxycarbonylamino-propionyl]-cyclopropyl-amino]-acetate hydrochloride (Example 1) are dissolved in 15 ml of THF, treated with 7.9 ml of 1N lithium hydroxide solution and stirred at room temperature for 90 minutes. Then, the solution is treated with 7.9 ml of 1N hydrochloric acid and evaporated. The residue is chromatographed on RP-18 with a water-acetonitrile gradient. 0.63 g of colourless [[(S)-3-[(S)-1-(am... Starting materials: COc1cccc(C(=O)Cl)c1, CCCCc1cc2ccccc2o1. Yields the product CCCCc1oc2ccccc2c1C(=O)c1cccc(OC)c1. As a reaction SMILES: [C:14]([c:15]1[cH:16][c:17]([O:21][CH3:22])[cH:18][cH:19][cH:20]1)(=[O:23])[Cl:24].[CH2:1]([CH2:2][CH2:3][CH3:4])[c:5]1[o:6][c:7]2[c:8]([cH:9]1)[cH:10][cH:11][cH:12][cH:13]2>>[CH2:1]([CH2:2][CH2:3][CH3:4])[c:5]1[o:6][c:7]2[c:8]([c:9]1[C:14]([c:15]1[cH:16][c:17]([O:21][CH3:22])[cH:18][cH:19][cH:20]1)=[O:23])[cH:10][cH:11][cH:12][cH:13]2.